The task is: describe an organic reaction: reactants, conditions, products, and yield. This data is from the Open Reaction Database (ORD), a public repository of structured organic reaction records. Reactants: N([C@@H](CC(OC(C)(C)C)=O)C(=O)O)C(=O)OCC1=CC=CC=C1 (Cbz-Asp(OBut)-OH), Cl.NCC(=O)OCC1=CC=CC=C1 (HCl H-Gly-OBn), CCN=C=NCCCN(C)C (EDCI), C=1C=CC2=C(C1)N=NN2O (HOBt), CCN(C(C)C)C(C)C (DIEA). Run in ClCl (Cl2), C(Cl)Cl (CH2Cl2). Conditions: time 6 hour. Product: N([C@@H](CC(OC(C)(C)C)=O)C(=O)NCC(=O)OCC1=CC=CC=C1)C(=O)OCC1=CC=CC=C1 (Cbz-Asp(OBut)-Gly-OBn). The yield is 108.9%. Reaction SMILES: [NH:1]([C:14]([O:16][CH2:17][C:18]1[CH:23]=[CH:22][CH:21]=[CH:20][CH:19]=1)=[O:15])[C@H:2]([C:11]([OH:13])=O)[CH2:3][C:4](=[O:10])[O:5][C:6]([CH3:9])([CH3:8])[CH3:7].Cl.[NH2:25][CH2:26][C:27]([O:29][CH2:30][C:31]1[CH:36]=[CH:35][CH:34]=[CH:33][CH:32]=1)=[O:28].CCN=C=NCCCN(C)C.C1C=CC2N(O)N=NC=2C=1.CCN(C(C)C)C(C)C>ClCl.C(Cl)Cl>[NH:1]([C:14]([O:16][CH2:17][C:18]1[CH:23]=[CH:22][CH:21]=[CH:20][CH:19]=1)=[O:15])[C@H:2]([C:11]([NH:25][CH2:26][C:27]([O:29][CH2:30][C:31]1[CH:36]=[CH:35][CH:34]=[CH:33][CH:32]=1)=[O:28])=[O:13])[CH2:3][C:4](=[O:10])[O:5][C:6]([CH3:7])([CH3:8])[CH3:9] |f:1.2|. Procedure details: A mixture of Cbz-Asp(OBut)-OH (3590 mg, 11.1 mmol), HCl+H-Gly-OBn (3360 mg, 16.6 mmol), EDCI (3180 mg, 16.6 mmol), HOBt (2250 mg, 16.6 mmol) and DIEA (2900 mg, 16.6 mmol) in dry CH2 Cl2 (50 mL) was stirred at r.t. for six hours. The reaction mixture was added CH2Cl2 (150 mL) and washed with 1N HCl (200 mL), saturated NaHCO3 aq. (200 mL) and brine (200 mL). The organic layer was passed through an inch of SiO2 layer and the SiO2 was washed with 1/9=AcOEt/CH2Cl2 (200 mL). The eluent was evaporated ... Starting materials: C(C)N1C(C2=C(NC(=NC2)N2CCN(CC2)CC2=CC=CC=C2)C=C1)=O (1,4,5,6-tetrahydro-6-ethyl-5-oxo-2-(4-benzylpiperazino)pyrido[4,3-d]pyrimidine), resultant mixture, [H][H] (hydrogen). Reagents/catalysts: [Pd] (Pd-C). Solvent: C(C)O (ethanol). Product: C(C)N1C(C2=C(NC(=NC2)N2CCNCC2)C=C1)=O (1,4,5,6-Tetrahydro-6-ethyl-5-oxo-2-piperazinopyrido[4,3-d]pyrimidine). Isolated yield 94.1%. As a reaction SMILES: [CH2:1]([N:3]1[CH:25]=[CH:24][C:6]2[NH:7][C:8]([N:11]3[CH2:16][CH2:15][N:14](CC4C=CC=CC=4)[CH2:13][CH2:12]3)=[N:9][CH2:10][C:5]=2[C:4]1=[O:26])[CH3:2].[H][H]>C(O)C.[Pd]>[CH2:1]([N:3]1[CH:25]=[CH:24][C:6]2[NH:7][C:8]([N:11]3[CH2:12][CH2:13][NH:14][CH2:15][CH2:16]3)=[N:9][CH2:10][C:5]=2[C:4]1=[O:26])[CH3:2]. Reported procedure: Dissolved in 20 ml of ethanol was 1.0 g of the 1,4,5,6-tetrahydro-6-ethyl-5-oxo-2-(4-benzylpiperazino)pyrido[4,3-d]pyrimidine obtained in Referential Example 31, followed by an addition of 10% Pd-C. The resultant mixture was stirred at 70° C. for 2.5 hours in a hydrogen atmosphere. After removal of the catalyst by filtration, the filtrate was concentrated to obtain 0.7 g of 1,4,5,6-Tetrahydro-6-ethyl-5-oxo-2-piperazinopyrido[4,3-d]pyrimidine as crystals (yield: 95%). The reactants are C1(=CC=CC=C1)CC(=O)N[C@H]1[C@@H]2N(C(=C(CS2)C2COCC2)C(=O)OC(C)(C)C)C1=O (t-Butyl (6R,7R)-7-phenylacetamido-3-[(RS)-tetrahydrofuran-3-yl]ceph-3-em-4-carboxylate), CN1CCOCC1 (N-methylmorpholine), P(Cl)(Cl)(Cl)(Cl)Cl (phosphorus pentachloride). Solvent: ClCCl (dichloromethane), ClCCl (dichloromethane), CO (methanol), O (water). The product is N[C@H]1[C@@H]2N(C(=C(CS2)C2COCC2)C(=O)OC(C)(C)C)C1=O (t-Butyl (6R,7R)-7-Amino-3-[(RS)-tetrahydrofuran-3-yl]ceph-3-em-4-carboxylate), solid. Yield: 73.0%. Reaction SMILES: C1(CC([NH:10][C@@H:11]2[C:30](=[O:31])[N:13]3[C:14]([C:23]([O:25][C:26]([CH3:29])([CH3:28])[CH3:27])=[O:24])=[C:15]([CH:18]4[CH2:22][CH2:21][O:20][CH2:19]4)[CH2:16][S:17][C@H:12]23)=O)C=CC=CC=1.CN1CCOCC1.P(Cl)(Cl)(Cl)(Cl)Cl>ClCCl.CO.O>[NH2:10][C@@H:11]1[C:30](=[O:31])[N:13]2[C:14]([C:23]([O:25][C:26]([CH3:27])([CH3:28])[CH3:29])=[O:24])=[C:15]([CH:18]3[CH2:22][CH2:21][O:20][CH2:19]3)[CH2:16][S:17][C@H:12]12. Reported procedure: t-Butyl (6R,7R)-7-phenylacetamido-3-[(RS)-tetrahydrofuran-3-yl]ceph-3-em-4-carboxylate (0.9g) in dichloromethane (15ml) with N-methylmorpholine (0.45g, 0.49ml) was successively treated with phosphorus pentachloride (0.549g) in dichloromethane (13.74ml), methanol (10ml) and water (10ml) as described in Example 2(f). After purification by flash chromatography on silica gel eluting with 60, 80% ethyl acetate/hexane and then ethyl acetate, the title compound was obtained as a yellow solid (0.481g, 7... Starting materials: O=C(O)c1c(-c2cccnc2)nn(-c2cccc(C(F)(F)F)c2)c1C1CC1, C1CCN(C2CCNCC2)C1. Product: O=C(c1c(-c2cccnc2)nn(-c2cccc(C(F)(F)F)c2)c1C1CC1)N1CCC(N2CCCC2)CC1. RXN SMILES: [CH:1]1([c:4]2[c:5]([C:25](=[O:26])[OH:27])[c:6](-[c:19]3[cH:20][n:21][cH:22][cH:23][cH:24]3)[n:7][n:8]2-[c:9]2[cH:10][c:11]([C:15]([F:16])([F:17])[F:18])[cH:12][cH:13][cH:14]2)[CH2:2][CH2:3]1.[N:28]1([CH:33]2[CH2:34][CH2:35][NH:36][CH2:37][CH2:38]2)[CH2:29][CH2:30][CH2:31][CH2:32]1>>[CH:1]1([c:4]2[c:5]([C:25](=[O:27])[N:36]3[CH2:35][CH2:34][CH:33]([N:28]4[CH2:29][CH2:30][CH2:31][CH2:32]4)[CH2:38][CH2:37]3)[c:6](-[c:19]3[cH:20][n:21][cH:22][cH:23][cH:24]3)[n:7][n:8]2-[c:9]2[cH:10][c:11]([C:15]([F:16])([F:17])[F:18])[cH:12][cH:13][cH:14]2)[CH2:2][CH2:3]1. Reactants: [Li]CCCC, COP(C)(=O)OC, CCCCCC, CC(=O)O, COC(=O)CC1CC2CCC1C2, C1CCOC1, O=[PH]([O-])[O-]. Yields the product COP(=O)(CC(=O)CC1CC2CCC1C2)OC. As a reaction SMILES: [CH2:12]([Li:13])[CH2:14][CH2:15][CH3:16].[CH3:1][P:2]([O:3][CH3:4])([O:5][CH3:6])=[O:7].[CH3:34][CH2:35][CH2:36][CH2:37][CH2:38][CH3:39].[CH3:40][C:41](=[O:42])[OH:43].[CH:17]12[CH:18]([CH2:24][C:25](=[O:26])[O:27][CH3:28])[CH2:19][CH:20]([CH2:21][CH2:22]1)[CH2:23]2.[O:29]1[CH2:30][CH2:31][CH2:32][CH2:33]1.[PH:8](=[O:9])([O-:10])[O-:11]>>[CH2:1]([P:2]([O:3][CH3:4])([O:5][CH3:6])=[O:7])[C:25]([CH2:24][CH:18]1[CH:17]2[CH2:22][CH2:21][CH:20]([CH2:19]1)[CH2:23]2)=[O:26]. Reactants: Cc1c(O)cc2c(c1C)NCCC21CCC1, CC(C)=O, ClCc1ccc2ccccc2n1, [I-], [K+], [K+], [Na+], O=C([O-])[O-]. Product: Cc1c(O)cc2c(c1C)N(Cc1ccc3ccccc3n1)CCC21CCC1. RXN SMILES: [CH3:1][c:2]1[c:3]([OH:16])[cH:4][c:5]2[c:6]([c:7]1[CH3:8])[NH:9][CH2:10][CH2:11][C:12]21[CH2:13][CH2:14][CH2:15]1.[CH3:37][C:38](=[O:39])[CH3:40].[Cl:17][CH2:18][c:19]1[n:20][c:21]2[cH:22][cH:23][cH:24][cH:25][c:26]2[cH:27][cH:28]1.[I-:36].[K+:29].[K+:30].[Na+:35].[O-:31][C:32]([O-:33])=[O:34]>>[CH3:1][c:2]1[c:3]([OH:16])[cH:4][c:5]2[c:6]([c:7]1[CH3:8])[N:9]([CH2:18][c:19]1[n:20][c:21]3[cH:22][cH:23][cH:24][cH:25][c:26]3[cH:27][cH:28]1)[CH2:10][CH2:11][C:12]21[CH2:13][CH2:14][CH2:15]1. Starting materials: [Li]C(C)(C)C, CC(C)Oc1cccc(NC(=O)OC(C)(C)C)c1, CCOC(=O)C(=O)OCC, C1CCOC1, Cl. The product is CC(C)Oc1cccc2c1C(=O)C(=O)N2. Reaction SMILES: [C:19]([Li:20])([CH3:21])([CH3:22])[CH3:23].[C:1]([O:2][C:6](=[O:7])[NH:8][c:9]1[cH:10][c:11]([O:15][CH:16]([CH3:17])[CH3:18])[cH:12][cH:13][cH:14]1)([CH3:3])([CH3:4])[CH3:5].[C:24]([C:25](=[O:26])[O:31][CH2:32][CH3:33])([O:27][CH2:28][CH3:29])=[O:30].[CH2:35]1[O:36][CH2:37][CH2:38][CH2:39]1.[ClH:34]>>[C:6]1(=[O:7])[NH:8][c:9]2[c:10]([c:11]([O:15][CH:16]([CH3:17])[CH3:18])[cH:12][cH:13][cH:14]2)[C:25]1=[O:26]. RXN SMILES: [OH-].[Ca+2:2].[OH-].OCC(C)(C)C=O.[C:11]([OH:14])(=[O:13])[CH3:12]>O>[C:11]([O-:14])(=[O:13])[CH3:12].[Ca+2:2].[C:11]([O-:14])(=[O:13])[CH3:12] |f:0.1.2,6.7.8|. Run in O (water), O (water). Yields the product C(C)(=O)[O-].[Ca+2].C(C)(=O)[O-] (calcium acetate). The reactants are [OH-].[Ca+2].[OH-] (calcium hydroxide), OCC(C=O)(C)C (hydroxypivalaldehyde), C(C)(=O)O (acetic acid). Run at time 10 minute. Procedure: A crude reaction mixture originating from the calcium hydroxide-catalyzed Tishchenko reaction of 375 g of hydroxypivalaldehyde and additionally containing 12 g of water, was treated with 10.2 g of glacial acetic acid at 70° C. and stirred for 10 minutes. 120 g of water were then added, the mixture was stirred at 70° C. for 15 minutes and when phase separation had taken place the lower aqueous phase was separated off. Analytical determination of the salt content of the organic phase gave a value ...